From a dataset of the Open Reaction Database (ORD), a public repository of structured organic reaction records. describe an organic reaction: reactants, conditions, products, and yield Reactants: C(C)OC(=O)N1CC2=C(CC1)C=1C(O2)=C(C=CC1C(=O)O)OC (2-(ethoxycarbonyl)-8-methoxy-1,2,3,4-tetrahydro[1]benzofuro[2,3-c]pyridine-5-carboxylic acid), [N+](=O)([O-])C1=CC=C(C=C1)O (4-nitrophenol), CCN=C=NCCCN(C)C (EDCI), O (Water). The reagents and catalysts are CN(C)C1=CC=NC=C1 (4-(N,N-dimethyl)aminopyridine). Run in O1CCCC1 (tetrahydrofuran). The product is C(C)OC(=O)N1CC2=C(CC1)C=1C(O2)=C(C=CC1C(=O)OC1=CC=C(C=C1)[N+](=O)[O-])OC (4-nitrophenyl 2-(ethoxycarbonyl)-8-methoxy-1,2,3,4-tetrahydro[1]benzofuro[2,3-c]pyridine-5-carboxylate). Reaction SMILES: [CH2:1]([O:3][C:4]([N:6]1[CH2:11][CH2:10][C:9]2[C:12]3[C:13](=[C:15]([O:22][CH3:23])[CH:16]=[CH:17][C:18]=3[C:19]([OH:21])=[O:20])[O:14][C:8]=2[CH2:7]1)=[O:5])[CH3:2].[N+:24]([C:27]1[CH:32]=[CH:31][C:30](O)=[CH:29][CH:28]=1)([O-:26])=[O:25].CCN=C=NCCCN(C)C.O>CN(C1C=CN=CC=1)C.O1CCCC1>[CH2:1]([O:3][C:4]([N:6]1[CH2:11][CH2:10][C:9]2[C:12]3[C:13](=[C:15]([O:22][CH3:23])[CH:16]=[CH:17][C:18]=3[C:19]([O:21][C:30]3[CH:31]=[CH:32][C:27]([N+:24]([O-:26])=[O:25])=[CH:28][CH:29]=3)=[O:20])[O:14][C:8]=2[CH2:7]1)=[O:5])[CH3:2]. Procedure details: A solution of 2-(ethoxycarbonyl)-8-methoxy-1,2,3,4-tetrahydro[1]benzofuro[2,3-c]pyridine-5-carboxylic acid (from step 7) (0.352 g, 1.1 mmol), 4-nitrophenol (0.229 g, 1.65 mmol), EDCI (0.253 g, 1.32 mmol) and 4-(N,N-dimethyl)aminopyridine (0.027 g, 0.22 mmol) in tetrahydrofuran was stirred overnight. Water was added to RM, extracted with ethyl acetate and org layer was concentrated after drying on anhy. Sod. Sulphate. The solid was chromatographed on silica gel to yield 4-nitrophenyl 2-(ethoxycar... Reactants: C([C@H](O)C)(=O)OC ((R)-(+)-methyl lactate), C(C)(C)(C)[Si](C)(C)Cl (tert-butyldimethyl silyl chloride), N1C=NC=C1 (imidazole). The solvent is CN(C)C=O (DMF), [Na+].[Cl-] (NaCl). Run at time 18 hour. Yields the product [Si](C)(C)(C(C)(C)C)O[C@@H](C(=O)OC)C ((R)-(+)-Methyl 2-(tert-butyldimethylsilyloxy)propanoate). Yield: 85.0%. Reaction SMILES: [C:1]([O:6][CH3:7])(=[O:5])[C@@H:2]([CH3:4])[OH:3].[C:8]([Si:12](Cl)([CH3:14])[CH3:13])([CH3:11])([CH3:10])[CH3:9].N1C=CN=C1>CN(C=O)C.[Na+].[Cl-]>[Si:12]([O:3][C@H:2]([CH3:4])[C:1]([O:6][CH3:7])=[O:5])([C:8]([CH3:11])([CH3:10])[CH3:9])([CH3:14])[CH3:13] |f:4.5|. Reported procedure: To a solution of (R)-(+)-methyl lactate (2.95 g, 28.34 mmol) in DMF (20 mL) was added tert-butyldimethyl silyl chloride (6.41 g, 42.51 mmol) and imidazole (6.75 g, 99.18 mmol). After stirring at a room temperature for 18 hr, the reaction mixture was diluted with a saturated aqueous NaCl solution (90 mL) and extracted with petroleum ether (3×60 mL). The organic layer was washed with a cold 3% HCl solution (30 mL) and a saturated aqueous NaCl solution (30 mL), dried over Na2SO4 and concentrated. T... The reactants are COC1=C2C3(C(NC2=CC(=C1)OC)=O)COC1=CC2=C(OCCO2)C=C13 (4′,6′-dimethoxy-2,3-dihydrospiro[furo[2,3-g][1,4]benzodioxine-8,3′-indol]-2′(1′H)-one), N1C([C@]2(C3=CC=CC=C13)COC1=CC3=C(OCCO3)C=C12)=O ((8S)-2,3-dihydrospiro[furo[2,3-g][1,4]benzodioxine-8,3′-indol]-2′(1′H)-one). Product: COC1=C2C3(C(N(C2=CC(=C1)OC)CCOCCOC)=O)COC1=CC2=C(OCCO2)C=C13 (4′,6′-dimethoxy-1′-[2-(2-methoxyethoxy)ethyl]-2,3-dihydrospiro[furo[2,3-g][1,4]benzodioxine-8,3′-indol]-2′(1′H)-one). Reaction SMILES: [CH3:1][O:2][C:3]1[CH:11]=[C:10]([O:12][CH3:13])[CH:9]=[C:8]2[C:4]=1[C:5]1([C:26]3[C:17](=[CH:18][C:19]4[O:24][CH2:23][CH2:22][O:21][C:20]=4[CH:25]=3)[O:16][CH2:15]1)[C:6](=[O:14])[NH:7]2.N1C2C(=CC=CC=2)[C@@]2(C3C(=C[C:40]4[O:45][CH2:44][CH2:43][O:42][C:41]=4[CH:46]=3)OC2)C1=O>>[CH3:1][O:2][C:3]1[CH:11]=[C:10]([O:12][CH3:13])[CH:9]=[C:8]2[C:4]=1[C:5]1([C:26]3[C:17](=[CH:18][C:19]4[O:24][CH2:23][CH2:22][O:21][C:20]=4[CH:25]=3)[O:16][CH2:15]1)[C:6](=[O:14])[N:7]2[CH2:46][CH2:41][O:42][CH2:43][CH2:44][O:45][CH3:40]. Reported procedure: Following the procedure as described in EXAMPLE 9.70 and making non-critical variations using 4′,6′-dimethoxy-2,3-dihydrospiro[furo[2,3-g][1,4]benzodioxine-8,3′-indol]-2′(1′H)-one to replace (8S)-2,3-dihydrospiro[furo[2,3-g][1,4]benzodioxine-8,3′-indol]-2′(1′H)-one, 4′,6′-dimethoxy-1′-[2-(2-methoxyethoxy)ethyl]-2,3-dihydrospiro[furo[2,3-g][1,4]benzodioxine-8,3′-indol]-2′(1′H)-one was obtained (80%) as a colorless solid: mp 158-160° C.; 1H NMR (300 MHz, DMSO-d6) δ6.43 (s, 1H), 6.33 (d, J=4.2 Hz, ... Reactants: 6, CN1C(=O)N(C(=O)CC1=O)C (1,3-dimethylbarbituric acid), C(C)(C)N(CC)C(C)C (diisopropylethylamine), NC1=C(C=C(C(=O)NC(C(=O)N2C(CCC2)C(=O)O)C(C)(C)C)C=C1)Cl (1-[2-(4-amino-3-chloro-benzoylamino)-3,3-dimethyl-butyryl]-pyrrolidine-2-carboxylic acid), C(CCl)Cl (EDC), CCOC(=O)C (EtOAc). Reagents/catalysts: C=1C=CC(=CC1)[P](C=2C=CC=CC2)(C=3C=CC=CC3)[Pd]([P](C=4C=CC=CC4)(C=5C=CC=CC5)C=6C=CC=CC6)([P](C=7C=CC=CC7)(C=8C=CC=CC8)C=9C=CC=CC9)[P](C=1C=CC=CC1)(C=1C=CC=CC1)C=1C=CC=CC1 (Pd(PPh3)4). The solvent is C(Cl)Cl (CH2Cl2), CN(C)C=O (DMF). Reaction conditions: temperature 0 celsius, time 10 minute. Product: C(C1=CC=CC=C1)OC(=O)NC(C(=O)O)C(C)(C)C (2-Benzyloxycarbonylamino-3,3-dimethyl-butyric acid). Isolated yield 77.0%. RXN SMILES: C[N:2]1[C:9](=[O:10])CC(=O)N(C)C1=O.N[C:13]1[CH:36]=[CH:35][C:16]([C:17](NC(C(C)(C)C)C(N2CCCC2C(O)=O)=O)=[O:18])=[CH:15][C:14]=1Cl.C(N([CH:44]([CH3:46])[CH3:45])CC)(C)C.[CH2:47](Cl)CCl.CC[O:53][C:54]([CH3:56])=[O:55]>C(Cl)Cl.CN(C=O)C.C1C=CC([P]([Pd]([P](C2C=CC=CC=2)(C2C=CC=CC=2)C2C=CC=CC=2)([P](C2C=CC=CC=2)(C2C=CC=CC=2)C2C=CC=CC=2)[P](C2C=CC=CC=2)(C2C=CC=CC=2)C2C=CC=CC=2)(C2C=CC=CC=2)C2C=CC=CC=2)=CC=1>[CH2:17]([O:18][C:9]([NH:2][CH:56]([C:44]([CH3:46])([CH3:47])[CH3:45])[C:54]([OH:53])=[O:55])=[O:10])[C:16]1[CH:15]=[CH:14][CH:13]=[CH:36][CH:35]=1 |^1:68,70,89,108|. Reported procedure: To a solution of 6 (5.05 g, 22.0 mmol) in CH2Cl2 (50 mL) at 0° C. was added 1,3-dimethylbarbituric acid (DMBA) (3.78 g, 24.2 mmol)and Pd(PPh3)4 (0.15 g, 0.13 mmol). After 10 minutes, a solution of 5 (8.40 g, 22.0 mmol) in DMF (25 mL) was added followed by diisopropylethylamine (DIPEA) (7.66 mL, 44.1 mmol), (2.98 g, 22.0 mmol) and EDC (5.06 g, 26.4 mmol). The solution was stirred at 0° C. for 10 minutes then at room temperature for 18 hours. The reaction was diluted with EtOAc (200 mL), washed wi... Reactants: COC(COC1=C2C(=C(C(=NC2=C(C=C1)Cl)C)CC1=CC=C(C=C1)Cl)Cl)=O ([4,8-dichloro-3-(4-chlorobenzyl)-2-methylquinolin-5-yloxy]acetic acid methyl ester), Cl (hydrochloric acid). Reagents/catalysts: [Pd] (palladium). Run in C(C)O (ethanol). Reaction conditions: time 17 hour. Product: COC(COC1=C2C=C(C(=NC2=C(C=C1)Cl)C)CC1=CC=C(C=C1)Cl)=O ([8-chloro-3-(4-chlorobenzyl)-2-methylquinolin-5-yloxy]acetic Acid Methyl Ester). As a reaction SMILES: [CH3:1][O:2][C:3](=[O:27])[CH2:4][O:5][C:6]1[CH:15]=[CH:14][C:13]([Cl:16])=[C:12]2[C:7]=1[C:8](Cl)=[C:9]([CH2:18][C:19]1[CH:24]=[CH:23][C:22]([Cl:25])=[CH:21][CH:20]=1)[C:10]([CH3:17])=[N:11]2.Cl>[Pd].C(O)C>[CH3:1][O:2][C:3](=[O:27])[CH2:4][O:5][C:6]1[CH:15]=[CH:14][C:13]([Cl:16])=[C:12]2[C:7]=1[CH:8]=[C:9]([CH2:18][C:19]1[CH:20]=[CH:21][C:22]([Cl:25])=[CH:23][CH:24]=1)[C:10]([CH3:17])=[N:11]2. Reported procedure: A mixture of [4,8-dichloro-3-(4-chlorobenzyl)-2-methylquinolin-5-yloxy]acetic acid methyl ester (0.12 g), palladium, 5 wt. % on activated carbon (0.010 g), ethanol, and 1.0 M aqueous hydrochloric acid (1.0 mL) was stirred at room temperature for 17 hours under an atmosphere of hydrogen. The mixture was filtered through hyflo, washing with ethanol and water and the solvent removed under reduced pressure to afford title compound, 0.11 g. Starting materials: Br, CCN=C1SCC(O)(c2ccc(Cl)c(S(=O)(=O)N(C)C)c2)N1CC, CCN=C1SCC(O)(c2ccc(Cl)c(S(=O)(=O)N(C)C)c2)N1CC. Product: CCN=C1SCC(O)(c2ccc(Cl)c(S(=O)(=O)N(C)C)c2)N1CC, Cl. RXN SMILES: [BrH:1].[CH2:26]([CH3:27])[N:28]1[C:29](=[N:47][CH2:48][CH3:49])[S:30][CH2:31][C:32]1([OH:33])[c:34]1[cH:35][c:36]([S:41]([N:42]([CH3:43])[CH3:44])(=[O:45])=[O:46])[c:37]([Cl:40])[cH:38][cH:39]1.[CH2:2]([N:3]1[C:4]([c:5]2[cH:6][cH:7][c:8]([Cl:16])[c:9]([S:10](=[O:11])(=[O:12])[N:13]([CH3:14])[CH3:15])[cH:17]2)([OH:18])[CH2:19][S:20][C:21]1=[N:22][CH2:23][CH3:24])[CH3:25]>>[CH2:26]([CH3:27])[N:28]1[C:29](=[N:47][CH2:48][CH3:49])[S:30][CH2:31][C:32]1([OH:33])[c:34]1[cH:35][c:36]([S:41]([N:42]([CH3:43])[CH3:44])(=[O:45])=[O:46])[c:37]([Cl:40])[cH:38][cH:39]1.[ClH:16]. Reactants: CC(=O)OC(C)=O, Cc1ccc(-c2ccccc2O)cc1, c1ccncc1. The product is CC(=O)Oc1ccccc1-c1ccc(C)cc1. As a reaction SMILES: [CH3:15][C:16](=[O:17])[O:18][C:19](=[O:20])[CH3:21].[CH3:1][c:2]1[cH:3][cH:4][c:5](-[c:8]2[c:9]([OH:14])[cH:10][cH:11][cH:12][cH:13]2)[cH:6][cH:7]1.[cH:22]1[cH:23][cH:24][n:25][cH:26][cH:27]1>>[CH3:1][c:2]1[cH:3][cH:4][c:5](-[c:8]2[c:9]([O:14][C:16]([CH3:15])=[O:17])[cH:10][cH:11][cH:12][cH:13]2)[cH:6][cH:7]1.